Dataset: the Open Reaction Database (ORD), a public repository of structured organic reaction records. Task: describe an organic reaction: reactants, conditions, products, and yield The reactants are C(C)(=O)O (acetic acid), ClC1=C(CN2CCN(CC2)C)C=CC(=C1)[N+](=O)[O-] (1-(2-chloro-4-nitrobenzyl)-4-methylpiperazine), [NH4+].[Cl-] (NH4Cl). Reagents/catalysts: [Fe] (Fe). Solvent: CO.O (MeOH water). The product is ClC=1C=C(N)C=CC1CN1CCN(CC1)C (3-Chloro-4-((4-methylpiperazin-1-yl)methyl)aniline). Yield: 61.4%. RXN SMILES: [Cl:1][C:2]1[CH:15]=[C:14]([N+:16]([O-])=O)[CH:13]=[CH:12][C:3]=1[CH2:4][N:5]1[CH2:10][CH2:9][N:8]([CH3:11])[CH2:7][CH2:6]1.[NH4+].[Cl-].C(O)(=O)C>CO.O.[Fe]>[Cl:1][C:2]1[CH:15]=[C:14]([CH:13]=[CH:12][C:3]=1[CH2:4][N:5]1[CH2:10][CH2:9][N:8]([CH3:11])[CH2:7][CH2:6]1)[NH2:16] |f:1.2,4.5|. Procedure: To a solution of 1-(2-chloro-4-nitrobenzyl)-4-methylpiperazine (0.96 g, 3.6 mmol) in MeOH/water (4:1, 50 mL) was added 1.80 g (33.7 mmol) of NH4Cl and 1.47 g (26.3 mmol) of Fe dust and the mixture heated at reflux under an atmosphere of N2 for 2 h (HPLC indicated no progress). To this was added 4 mL of glacial acetic acid and the mixture heated at reflux for an additional 2 h. The reaction mixture was cooled to ambient temperature, filtered, and the filtrate concentrated. The residue was partiti... Reactants: [H-].[Na+] (Sodium hydride), COC(C(CN(CC#C)C(CBr)=O)NC(=O)OCC1=CC=CC=C1)=O (2-benzyloxycarbonylamino-3-(bromoactyl-prop-2-ynyl-amino)-propionic acid methyl ester). Run in C1CCOC1 (THF). Conditions: time 40 minute. Yields the product COC(=O)C1N(CC(N(C1)CC#C)=O)C(=O)OCC1=CC=CC=C1 (5-Oxo-4-prop-2-ynyl-piperazine-1,2-dicarboxylic acid 1-benzyl ester 2-methyl ester). Yield: 85.4%. RXN SMILES: [H-].[Na+].[CH3:3][O:4][C:5](=[O:27])[CH:6]([NH:16][C:17]([O:19][CH2:20][C:21]1[CH:26]=[CH:25][CH:24]=[CH:23][CH:22]=1)=[O:18])[CH2:7][N:8]([C:12](=[O:15])[CH2:13]Br)[CH2:9][C:10]#[CH:11]>C1COCC1>[CH3:3][O:4][C:5]([CH:6]1[CH2:7][N:8]([CH2:9][C:10]#[CH:11])[C:12](=[O:15])[CH2:13][N:16]1[C:17]([O:19][CH2:20][C:21]1[CH:26]=[CH:25][CH:24]=[CH:23][CH:22]=1)=[O:18])=[O:27] |f:0.1|. Reported procedure: Sodium hydride (0.20 mg, 4.9 mmol) is added to a solution of 2-benzyloxycarbonylamino-3-(bromoactyl-prop-2-ynyl-amino)-propionic acid methyl ester (2.0 g, 4.8 mmol) in THF (50 mL) at 0° C. The solution is stirred for 40 minutes then quenched with saturated NH4Cl solution. The reaction mixture is concentrated in vacuo then diluted with CH2Cl2 and washed with brine. The organic layer is dried over, filtered and concentrated in vacuo. The crude product is purified by chromatography eluting with 50%... The reactants are COC1=CC=C(C=N1)B(O)O (6-methoxypyridin-3-ylboronic acid), CC(=O)[O-].[K+] (KOAc), ClC1=C2C(=NC(=C1)Cl)N(N=C2)C (4,6-Dichloro-1-methyl-1H-pyrazolo[3,4-b]pyridine). Run in O1CCOCC1 (1,4-dioxane). Reaction conditions: temperature 120 celsius. The product is ClC1=C2C(=NC(=C1)C=1C=NC(=CC1)OC)N(N=C2)C (4-chloro-6-(6-methoxypyridin-3-yl)-1-methyl-1H-pyrazolo[3,4-b]pyridine). Yield: 44.5%. RXN SMILES: [Cl:1][C:2]1[CH:7]=[C:6](Cl)[N:5]=[C:4]2[N:9]([CH3:12])[N:10]=[CH:11][C:3]=12.[CH3:13][O:14][C:15]1[N:20]=[CH:19][C:18](B(O)O)=[CH:17][CH:16]=1.CC([O-])=O.[K+]>O1CCOCC1>[Cl:1][C:2]1[CH:7]=[C:6]([C:18]2[CH:19]=[N:20][C:15]([O:14][CH3:13])=[CH:16][CH:17]=2)[N:5]=[C:4]2[N:9]([CH3:12])[N:10]=[CH:11][C:3]=12 |f:2.3|. Procedure details: 4,6-Dichloro-1-methyl-1H-pyrazolo[3,4-b]pyridine 5 (0.5 g, 4.9 mmol) was dissolved in 1,4-dioxane (8 mL) and 6-methoxypyridin-3-ylboronic acid (0.4 g) and 1 M KOAc (8 mL) were added in a microwave tube. Nitrogen was bubbled through the solution for 1 minute. 1,1′-Bis(diphenylphosphino)ferrocenepalladium (II) chloride (1.2 g) was added and the resultant mixture was heated by microwave at 120° C. for 5 minutes. The reaction mixture was concentrated in vacuo and purified by flash chromatography (30... RXN SMILES: [Br:1][CH2:2][C:3]([C:5]1[CH:10]=[CH:9][C:8]([Cl:11])=[C:7]([S:12](=[O:21])(=[O:20])[NH:13][C:14]2[CH:19]=[CH:18][CH:17]=[CH:16][CH:15]=2)[CH:6]=1)=[O:4].[CH3:22][NH:23][C:24]([NH:26][CH3:27])=[S:25]>>[BrH:1].[Cl:11][C:8]1[CH:9]=[CH:10][C:5]([C:3]2([OH:4])[CH2:2][S:25][C:24](=[N:23][CH3:22])[N:26]2[CH3:27])=[CH:6][C:7]=1[S:12](=[O:21])(=[O:20])[NH:13][C:14]1[CH:19]=[CH:18][CH:17]=[CH:16][CH:15]=1 |f:2.3|. Starting materials: BrCC(=O)C1=CC(=C(C=C1)Cl)S(NC1=CC=CC=C1)(=O)=O (2-bromo-4'-chloro-3'-phenylsulfamoylacetophenone), CNC(=S)NC (1,3-dimethylthiourea). Yields the product Br.ClC1=C(C=C(C=C1)C1(N(C(SC1)=NC)C)O)S(NC1=CC=CC=C1)(=O)=O (4-(4-Chloro-3-phenylsulfamoylphenyl)-3-methyl-2-methylimino-1,3-thiazolidine-4-ol-hydrobromide). Procedure: 5.2 g of 2-bromo-4'-chloro-3'-phenylsulfamoylacetophenone and 1.5 g of 1,3-dimethylthiourea were reacted as prescribed in Example 23 and the precipitated end product was filtered off. Colorless crystals, melting point: 82° C (decomposition). Starting materials: [Br-], CC(=O)c1ccccc1, CC(C)=O, [K+], [K+], O=C([O-])[O-], O=C1CSC(=S)N1. Yields the product O=C(CN1C(=O)CSC1=S)c1ccccc1. RXN SMILES: [Br-:14].[C:15]([CH3:16])(=[O:17])[c:18]1[cH:19][cH:20][cH:21][cH:22][cH:23]1.[CH3:24][C:25](=[O:26])[CH3:27].[K+:8].[K+:9].[O-:10][C:11]([O-:12])=[O:13].[S:1]1[C:2](=[S:3])[NH:4][C:5](=[O:6])[CH2:7]1>>[S:1]1[C:2](=[S:3])[N:4]([CH2:16][C:15](=[O:17])[c:18]2[cH:19][cH:20][cH:21][cH:22][cH:23]2)[C:5](=[O:6])[CH2:7]1. Reactants: CC(C)(C)OC(=O)NC1Cc2ccc(C(=O)NCc3ccccc3)cc2C1, CC(=O)O, Cl, C1COCCO1. The product is NC1Cc2ccc(C(=O)NCc3ccccc3)cc2C1, Cl. As a reaction SMILES: [CH2:1]([c:2]1[cH:3][cH:4][cH:5][cH:6][cH:7]1)[NH:8][C:9](=[O:10])[c:11]1[cH:12][c:13]2[c:17]([cH:18][cH:19]1)[CH2:16][CH:15]([NH:20][C:21]([O:22][C:23]([CH3:24])([CH3:25])[CH3:26])=[O:27])[CH2:14]2.[CH3:35][C:36](=[O:37])[OH:38].[ClH:34].[O:28]1[CH2:29][CH2:30][O:31][CH2:32][CH2:33]1>>[CH2:1]([c:2]1[cH:3][cH:4][cH:5][cH:6][cH:7]1)[NH:8][C:9](=[O:10])[c:11]1[cH:12][c:13]2[c:17]([cH:18][cH:19]1)[CH2:16][CH:15]([NH2:20])[CH2:14]2.[ClH:34]. The reactants are CP(OC)(OC)=O (dimethyl methylphosphonate), 0.1-N, C1CO1 (ethylene oxide), cyclic ester, cyclic glycol ester, acid, C=1C=CC2=C(C1)C(OS2(=O)=O)(C=3C=C(C(=C(C3)Br)O)Br)C=4C=C(C(=C(C4)Br)O)Br (Bromphenol blue), cyclic glycol ester, cyclic ester, [OH-].[Na+] (NaOH), ClCCOP(=O)(OCCCl)OCCCl (tris(2-chloroethyl)phosphate), cyclic ester, C1CO1 (ethylene oxide), CCl (methyl chloride), C=1C=CC2=C(C1)C(OS2(=O)=O)(C=3C=C(C(=C(C3)Br)O)Br)C=4C=C(C(=C(C4)Br)O)Br (Bromphenol blue), [OH-].[K+] (KOH), acid, C([O-])([O-])=O.[Na+].[Na+] (sodium carbonate), 0.1-N. The product is CP(OC)(OC)=O.P(=O)(OCCCl)(OCCCl)OCCCl (Dimethyl Methylphosphonate Tris(2-chloroethyl) Phosphate). The solvent is CO (methanol), O (water), CO (methanol). Reported procedure: A vessel fitted with stirrer, thermometer, heating mantle, and vertical reflux condenser was charged with 5308 g(42.8 moles) of dimethyl methylphosphonate, 5710 g. (20 moles) of tris(2-chloroethyl)phosphate, and 40 g. of anhydrous sodium carbonate. After a brief nitrogen purge to remove air (and thus avoid possible oxidative color development the reaction mixture was raised to 135°, at which point methyl chloride began to be evolved from the condenser outlet. Over five hours the temperature was ... Conditions: time 27 hour. RXN SMILES: [CH3:1][P:2](=[O:7])([O:5][CH3:6])[O:3][CH3:4].[Cl:8][CH2:9][CH2:10][O:11][P:12]([O:18][CH2:19][CH2:20][Cl:21])([O:14][CH2:15][CH2:16][Cl:17])=[O:13].C(=O)([O-])[O-].[Na+].[Na+].CCl.[OH-].[Na+].C1C=CC2S(=O)(=O)OC(C3C=C(Br)C(O)=C(Br)C=3)(C3C=C(Br)C(O)=C(Br)C=3)C=2C=1.[OH-].[K+].C1OC1>O.CO>[CH3:1][P:2](=[O:7])([O:5][CH3:6])[O:3][CH3:4].[P:12]([O:11][CH2:10][CH2:9][Cl:8])([O:18][CH2:19][CH2:20][Cl:21])([O:14][CH2:15][CH2:16][Cl:17])=[O:13] |f:2.3.4,6.7,9.10,14.15|.